This data is from the Open Reaction Database (ORD), a public repository of structured organic reaction records. The task is: describe an organic reaction: reactants, conditions, products, and yield Reaction SMILES: [Br:1][C:2]1[CH:7]=[CH:6][CH:5]=[C:4]([C:8]2[N:9]=[N:10][N:11]([CH2:13][Si](C)(C)C)[CH:12]=2)[N:3]=1.CCCC[N+](CCCC)(CCCC)CCCC.[F-]>C1COCC1.O>[Br:1][C:2]1[CH:7]=[CH:6][CH:5]=[C:4]([C:8]2[N:9]=[N:10][N:11]([CH3:13])[CH:12]=2)[N:3]=1 |f:1.2|. Reaction conditions: time 2 hour. Yields the product EtOAc hexanes, BrC1=NC(=CC=C1)C=1N=NN(C1)C (2-Bromo-6-(1-methyl-1H-1,2,3-triazol-4-yl)pyridine). Reactants: BrC1=NC(=CC=C1)C=1N=NN(C1)C[Si](C)(C)C (2-bromo-6-{1-[(trimethylsilyl)methyl]-1H-1,2,3-triazol-4-yl}pyridine), CCCC[N+](CCCC)(CCCC)CCCC.[F-] (TBAF). Run in O (water), C1CCOC1 (THF). Yield: 20.0%. Procedure details: To a solution of 2-bromo-6-{1-[(trimethylsilyl)methyl]-1H-1,2,3-triazol-4-yl}pyridine (550 mg, 1.77 mmol) in THF (10 mL) was added TBAF (1.0 M in THF, 5.30 mL, 5.30 mmol). The reaction was stirred at room temperature for 2 h. It was subsequently diluted with water and extracted with EtOAc (2×). The combined organic layers were washed with brine, dried (MgSO4), filtered, and evaporated. Flash chromatography (20-100% EtOAc/hexanes) afforded the title compound as a colorless solid. Starting materials: COC(=O)C=1C=CC=2N(C1)C(=C(N2)C2=CC=C(C=C2)C2(CCC2)NC(=O)OC(C)(C)C)C2=CC=CC=C2 (2-[4-(1-tert-butoxycarbonylamino-cyclobutyl)-phenyl]-3-phenyl-imidazo[1,2-a]pyridine-6-carboxylic acid methyl ester), [OH-].[Na+] (sodium hydroxide), Cl (hydrochloric acid). Solvent: C(C)(C)(C)O (tert-butanol), O (water). Reaction conditions: temperature 70 celsius. Product: C(C)(C)(C)OC(=O)NC1(CCC1)C1=CC=C(C=C1)C=1N=C2N(C=C(C=C2)C(=O)O)C1C1=CC=CC=C1 (2-[4-(1-tert-butoxycarbonylamino-cyclobutyl)-phenyl]-3-phenyl-imidazo[1,2-a]pyridine-6-carboxylic acid). RXN SMILES: C[O:2][C:3]([C:5]1[CH:6]=[CH:7][C:8]2[N:9]([C:11]([C:32]3[CH:37]=[CH:36][CH:35]=[CH:34][CH:33]=3)=[C:12]([C:14]3[CH:19]=[CH:18][C:17]([C:20]4([NH:24][C:25]([O:27][C:28]([CH3:31])([CH3:30])[CH3:29])=[O:26])[CH2:23][CH2:22][CH2:21]4)=[CH:16][CH:15]=3)[N:13]=2)[CH:10]=1)=[O:4].[OH-].[Na+].Cl>C(O)(C)(C)C.O>[C:28]([O:27][C:25]([NH:24][C:20]1([C:17]2[CH:16]=[CH:15][C:14]([C:12]3[N:13]=[C:8]4[CH:7]=[CH:6][C:5]([C:3]([OH:4])=[O:2])=[CH:10][N:9]4[C:11]=3[C:32]3[CH:37]=[CH:36][CH:35]=[CH:34][CH:33]=3)=[CH:19][CH:18]=2)[CH2:21][CH2:22][CH2:23]1)=[O:26])([CH3:31])([CH3:29])[CH3:30] |f:1.2|. Procedure details: 2-[4-(1-tert-butoxycarbonylamino-cyclobutyl)-phenyl]-3-phenyl-imidazo[1,2-a]pyridine-6-carboxylic acid methyl ester (0.76 g) was suspended in tert-butanol (19.2 mL) and treated with dilute aqueous sodium hydroxide solution (1M, 6.1 mL). The mixture was heated to 70° C. for 3.5 h. On cooling the reaction was diluted with water and the pH adjusted to 5 with dilute aqueous hydrochloric acid. The resulting emulsion was extracted with ethyl acetate and the organic extract washed with brine, dried and... Starting materials: Cl.O1CCOCC1 (Hydrogen chloride dioxane), C(C)OC(=O)CCC=1SC=2C=CC3=C(C(C2C1)=C1CCN(CC1)C(=O)OC(C)(C)C)C=CC=C3 (t-Butyl 4-[2-(2-ethoxycarbonylethyl)-1-thiabenzo[f]azulen-4-ylidene]piperidine-1-carboxylate). The solvent is O1CCOCC1 (dioxane). Reaction conditions: time 5 hour. Product: N1CCC(CC1)=C1C=2C=C(SC2C=CC2=C1C=CC=C2)CCC(=O)OCC (Ethyl 3-(4-piperidin-4-ylidene-4H-1-thiabenzo[f]azulen-2-yl)propionate). The yield is 87.8%. RXN SMILES: Cl.O1CCOCC1.[CH2:8]([O:10][C:11]([CH2:13][CH2:14][C:15]1[S:16][C:17]2[CH:18]=[CH:19][C:20]3[CH:41]=[CH:40][CH:39]=[CH:38][C:21]=3[C:22](=[C:25]3[CH2:30][CH2:29][N:28](C(OC(C)(C)C)=O)[CH2:27][CH2:26]3)[C:23]=2[CH:24]=1)=[O:12])[CH3:9]>O1CCOCC1>[NH:28]1[CH2:29][CH2:30][C:25](=[C:22]2[C:21]3[CH:38]=[CH:39][CH:40]=[CH:41][C:20]=3[CH:19]=[CH:18][C:17]3[S:16][C:15]([CH2:14][CH2:13][C:11]([O:10][CH2:8][CH3:9])=[O:12])=[CH:24][C:23]2=3)[CH2:26][CH2:27]1 |f:0.1|. Procedure details: Hydrogen chloride-dioxane (7.5 mL, equivalent to 30 mmol of hydrogen chloride) was added to a dioxane (30 mL) solution of the compound obtained in Example 35 (2.9 g, 6.0 mmol), and the mixture was stirred at room temperature for 5 hours. The solvents were distilled off under a reduced pressure, and the residue was purified by column chromatography (chloroform-methanol=19:1), to give 2.0 g (88%) of the captioned compound in the form of an oily product. The reactants are C1(=CC=CC=C1)C(=C)C1=CC=CC=C1 (1,1-diphenylethylene), C(C1=CC=CC=C1)[Ba]CC1=CC=CC=C1 (dibenzylbarium). Solvent: C(C)C1=CC=CC=C1 (ethylbenzene), O1CCCC1 (tetrahydrofuran). Conditions: time 14 hour. Product: C1(=CC=CC=C1)C(CCC1=CC=CC=C1)(C1=CC=CC=C1)[Ba]C(CCC1=CC=CC=C1)(C1=CC=CC=C1)C1=CC=CC=C1 (bis(1,1,3-triphenylpropyl)barium). Reaction SMILES: C1([C:7]([C:9]2[CH:14]=[CH:13][CH:12]=[CH:11][CH:10]=2)=[CH2:8])C=CC=CC=1.[CH2:15]([Ba:22][CH2:23][C:24]1[CH:29]=[CH:28][CH:27]=[CH:26][CH:25]=1)[C:16]1[CH:21]=[CH:20][CH:19]=[CH:18][CH:17]=1>C(C1C=CC=CC=1)C.O1CCCC1>[C:24]1([C:23]([Ba:22][C:15]([C:24]2[CH:29]=[CH:28][CH:27]=[CH:26][CH:25]=2)([C:16]2[CH:21]=[CH:20][CH:19]=[CH:18][CH:17]=2)[CH2:8][CH2:7][C:9]2[CH:10]=[CH:11][CH:12]=[CH:13][CH:14]=2)([C:16]2[CH:21]=[CH:20][CH:19]=[CH:18][CH:17]=2)[CH2:8][CH2:7][C:9]2[CH:14]=[CH:13][CH:12]=[CH:11][CH:10]=2)[CH:29]=[CH:28][CH:27]=[CH:26][CH:25]=1. Procedure: 2.50 ml (14.15 mmol) of 1,1-diphenylethylene were added at 25° C. to a suspension of 1.78 g (5.58 mmol) of dibenzylbarium in 70 ml of ethylbenzene and 10 ml of tetrahydrofuran (THF). Stirring for 14 hours resulted in a deep red solution. The solution was filtered off from small amounts of insoluble constituents and then evaporated to dryness. Solvent-free bis(1,1,3-triphenylpropyl)barium was firstly obtained as a very viscous, red-violet oil and, after prolonged drying, as a tough solid. The con... Reactants: OC1=CC2=C(NC(O2)=O)C(=C1)C (6-hydroxy-4-methylbenzo[d]oxazol-2(3H)-one), O (water), NC1=NC(=CC(=N1)Cl)Cl (2-amino-4,6-dichloropyrimidine), C([O-])([O-])=O.[K+].[K+] (potassium carbonate). The solvent is CN(C)C=O (DMF). Run at temperature 60 celsius, time 8 hour. Product: NC1=NC(=CC(=N1)OC1=CC2=C(NC(O2)=O)C(=C1)C)Cl (6-(2-amino-6-chloropyrimidin-4-yloxy)-4-methylbenzo[d]oxazol-2(3H)-one). Reaction SMILES: [OH:1][C:2]1[CH:11]=[C:10]([CH3:12])[C:5]2[NH:6][C:7](=[O:9])[O:8][C:4]=2[CH:3]=1.[NH2:13][C:14]1[N:19]=[C:18](Cl)[CH:17]=[C:16]([Cl:21])[N:15]=1.C(=O)([O-])[O-].[K+].[K+].O>CN(C=O)C>[NH2:13][C:14]1[N:19]=[C:18]([O:1][C:2]2[CH:11]=[C:10]([CH3:12])[C:5]3[NH:6][C:7](=[O:9])[O:8][C:4]=3[CH:3]=2)[CH:17]=[C:16]([Cl:21])[N:15]=1 |f:2.3.4|. Procedure: 0.20 g (1.15 mmol) 6-hydroxy-4-methylbenzo[d]oxazol-2(3H)-one and 0.19 g (1.16 mmol) 2-amino-4,6-dichloropyrimidine in 3.0 mL DMF were combined with 0.22 g (1.59 mmol) potassium carbonate and stirred overnight at 60° C. Then water was added and the precipitate formed was suction filtered, washed and dried. The substance was purified by preparative HPLC-MS. The fractions containing product were combined and evaporated down i.vac. The reactants are C(C)OC(=O)C1=CC=C(C=C1)B(O)O ({4-[(ethyloxy)carbonyl]phenyl}boronic acid), BrC1=CC=C(C=C1)[C@H](CN1CCOCC1)NC ([(1R)-1-(4-Bromophenyl)-2-(4-morpholinyl)ethyl]methylamine), C(=O)([O-])[O-].[K+].[K+] (K2CO3). Reagents/catalysts: C1=CC=C(C=C1)P([C-]2C=CC=C2)C3=CC=CC=C3.C1=CC=C(C=C1)P([C-]2C=CC=C2)C3=CC=CC=C3.Cl[Pd]Cl.[Fe+2].C(Cl)Cl (PdCl2(dppf)2·CH2Cl2). The solvent is CCO (EtOH). Conditions: temperature 80 celsius, time 20 minute. The product is CN[C@@H](CN1CCOCC1)C1=CC=C(C=C1)C1=CC=C(C=C1)C(=O)OCC (Ethyl 4′-[(1R)-1-(methylamino)-2-(4-morpholinyl)ethyl]-4-biphenylcarboxylate). Isolated yield 55.9%. RXN SMILES: Br[C:2]1[CH:7]=[CH:6][C:5]([C@@H:8]([NH:16][CH3:17])[CH2:9][N:10]2[CH2:15][CH2:14][O:13][CH2:12][CH2:11]2)=[CH:4][CH:3]=1.[CH2:18]([O:20][C:21]([C:23]1[CH:28]=[CH:27][C:26](B(O)O)=[CH:25][CH:24]=1)=[O:22])[CH3:19].C([O-])([O-])=O.[K+].[K+]>CCO.C1C=CC(P(C2C=CC=CC=2)[C-]2C=CC=C2)=CC=1.C1C=CC(P(C2C=CC=CC=2)[C-]2C=CC=C2)=CC=1.Cl[Pd]Cl.[Fe+2].C(Cl)Cl>[CH3:17][NH:16][C@H:8]([C:5]1[CH:6]=[CH:7][C:2]([C:26]2[CH:27]=[CH:28][C:23]([C:21]([O:20][CH2:18][CH3:19])=[O:22])=[CH:24][CH:25]=2)=[CH:3][CH:4]=1)[CH2:9][N:10]1[CH2:15][CH2:14][O:13][CH2:12][CH2:11]1 |f:2.3.4,6.7.8.9.10|. Reported procedure: [(1R)-1-(4-Bromophenyl)-2-(4-morpholinyl)ethyl]methylamine (100 mg, 0.29 mmol) was dissolved in EtOH (5 mL) at room temperature with magnetic stirring. The resulting solution was treated with {4-[(ethyloxy)carbonyl]phenyl}boronic acid (62.9 mg, 0.32 mmol) followed by K2CO3 (122.3 mg, 0.88 mmol) and PdCl2(dppf)2·CH2Cl2 (12.0 mg, 0.015 mmol). The reaction mixture was maintained at 80° C. for 16 h. The reaction mixture was cooled to room temperature and then filtered through celite. The filtrate wa... The reactants are C1CCOC1, CN(C)CC#Cc1cnc(C(F)(F)F)c(Nc2ncc3c(n2)-c2ccc(C(F)(F)F)cc2NC(=O)C3)c1, CCO. The product is CN(C)CCCc1cnc(C(F)(F)F)c(Nc2ncc3c(n2)-c2ccc(C(F)(F)F)cc2NC(=O)C3)c1. As a reaction SMILES: [CH2:41]1[O:42][CH2:43][CH2:44][CH2:45]1.[CH3:1][N:2]([CH2:3][C:4]#[C:5][c:6]1[cH:7][c:8]([NH:16][c:17]2[n:18][cH:19][c:20]3[c:26]([n:27]2)-[c:25]2[c:24]([cH:31][c:30]([C:32]([F:33])([F:34])[F:35])[cH:29][cH:28]2)[NH:23][C:22](=[O:36])[CH2:21]3)[c:9]([C:12]([F:13])([F:14])[F:15])[n:10][cH:11]1)[CH3:37].[CH3:38][CH2:39][OH:40]>>[CH3:1][N:2]([CH2:3][CH2:4][CH2:5][c:6]1[cH:7][c:8]([NH:16][c:17]2[n:18][cH:19][c:20]3[c:26]([n:27]2)-[c:25]2[c:24]([cH:31][c:30]([C:32]([F:33])([F:34])[F:35])[cH:29][cH:28]2)[NH:23][C:22](=[O:36])[CH2:21]3)[c:9]([C:12]([F:13])([F:14])[F:15])[n:10][cH:11]1)[CH3:37].